From a dataset of the Open Reaction Database (ORD), a public repository of structured organic reaction records. describe an organic reaction: reactants, conditions, products, and yield Reactants: CO, CCc1nc(Nc2nc3c(cc(C(=O)N(C4CC4)C4CC4)n3CC)c3c2ncn3C)sc1C(=O)OC, Cl, [Na+], [OH-], O. The product is CCc1nc(Nc2nc3c(cc(C(=O)N(C4CC4)C4CC4)n3CC)c3c2ncn3C)sc1C(=O)O. Reaction SMILES: [CH3:40][OH:41].[CH:1]1([N:4]([C:5](=[O:6])[c:7]2[cH:8][c:9]3[c:10]([n:11][c:12]([NH:19][c:20]4[s:21][c:22]([C:27](=[O:28])[O:29][CH3:30])[c:23]([CH2:25][CH3:26])[n:24]4)[c:13]4[c:14]3[n:15]([CH3:18])[cH:16][n:17]4)[n:31]2[CH2:32][CH3:33])[CH:34]2[CH2:35][CH2:36]2)[CH2:2][CH2:3]1.[ClH:39].[Na+:38].[OH-:37].[OH2:42]>>[CH:1]1([N:4]([C:5](=[O:6])[c:7]2[cH:8][c:9]3[c:10]([n:11][c:12]([NH:19][c:20]4[s:21][c:22]([C:27](=[O:28])[OH:29])[c:23]([CH2:25][CH3:26])[n:24]4)[c:13]4[c:14]3[n:15]([CH3:18])[cH:16][n:17]4)[n:31]2[CH2:32][CH3:33])[CH:34]2[CH2:35][CH2:36]2)[CH2:2][CH2:3]1. Starting materials: O=C1C(CC(CC1)(C(=O)OCC)C(=O)OCC)C(=O)OCC (triethyl 4-oxocyclohexane-1,1,3-tricarboxylate), Intermediate 1, [Cl-].[Na+] (sodium chloride), O (H2O), ice water. Solvent: CS(=O)C (DMSO). Run at temperature 160 celsius, time 3.5 hour. Product: O=C1CCC(CC1)(C(=O)OCC)C(=O)OCC (Diethyl 4-oxocyclohexane-1,1-dicarboxylate). Yield: 99.0%. Reaction SMILES: [O:1]=[C:2]1[CH2:7][CH2:6][C:5]([C:13]([O:15][CH2:16][CH3:17])=[O:14])([C:8]([O:10][CH2:11][CH3:12])=[O:9])[CH2:4][CH:3]1C(OCC)=O.[Cl-].[Na+].O>CS(C)=O>[O:1]=[C:2]1[CH2:3][CH2:4][C:5]([C:8]([O:10][CH2:11][CH3:12])=[O:9])([C:13]([O:15][CH2:16][CH3:17])=[O:14])[CH2:6][CH2:7]1 |f:1.2|. Procedure details: The procedure in Sanchez et al., Synth. Comm., 1985, 15, 141 was followed. A mixture of triethyl 4-oxocyclohexane-1,1,3-tricarboxylate, Intermediate 1, (135.2 g, 400 mmol), sodium chloride (70.1 g, 1200 mmol), and H2O (17.30 mL, 960 mmol) in DMSO (530 mL) was stirred at 160° C. (oil bath) under N2 for 3.5 h. The cooled mixture was poured into ice-water (3 L) and extracted with EtOAc (400 mL×3). The combined extracts were washed with brine, dried (Na2SO4) then concentrated to provide the title co... Starting materials: CCO, Cc1ccc([N+](=O)[O-])cc1C=Cc1nc(C(C)C)cs1, [Na+], [OH-], O, O, Cl[Sn]Cl. Yields the product Cc1ccc(N)cc1C=Cc1nc(C(C)C)cs1. Reaction SMILES: [CH2:26]([OH:27])[CH3:28].[CH3:1][CH:2]([CH3:3])[c:4]1[n:5][c:6]([CH:9]=[CH:10][c:11]2[c:12]([CH3:20])[cH:13][cH:14][c:15]([N+:17]([O-:18])=[O:19])[cH:16]2)[s:7][cH:8]1.[Na+:30].[OH-:29].[OH2:21].[OH2:22].[Sn:23]([Cl:24])[Cl:25]>>[CH3:1][CH:2]([CH3:3])[c:4]1[n:5][c:6]([CH:9]=[CH:10][c:11]2[c:12]([CH3:20])[cH:13][cH:14][c:15]([NH2:17])[cH:16]2)[s:7][cH:8]1. Starting materials: [Li]C(C)(C)C, CC(C)(C)[Si](C)(C)OCCCCCCCCCI, CCOCC, C1CCOC1, COc1ccc2c(c1)OCC(C)(c1cccnc1)C2=O, CCCCC, [Cl-], [NH4+]. The product is COc1ccc2c(c1)OCC(C)(c1cccnc1)C2(O)CCCCCCCCCO[Si](C)(C)C(C)(C)C. As a reaction SMILES: [C:19]([Li:20])([CH3:21])([CH3:22])[CH3:23].[C:1]([CH3:2])([CH3:3])([CH3:4])[Si:5]([O:6][CH2:7][CH2:8][CH2:9][CH2:10][CH2:11][CH2:12][CH2:13][CH2:14][CH2:15][I:16])([CH3:17])[CH3:18].[CH2:51]([O:52][CH2:53][CH3:54])[CH3:55].[CH2:56]1[O:57][CH2:58][CH2:59][CH2:60]1.[CH3:24][O:25][c:26]1[cH:27][cH:28][c:29]2[c:34]([cH:35]1)[O:33][CH2:32][C:31]([c:36]1[cH:37][n:38][cH:39][cH:40][cH:41]1)([CH3:42])[C:30]2=[O:43].[CH3:46][CH2:47][CH2:48][CH2:49][CH3:50].[Cl-:44].[NH4+:45]>>[C:1]([CH3:2])([CH3:3])([CH3:4])[Si:5]([O:6][CH2:7][CH2:8][CH2:9][CH2:10][CH2:11][CH2:12][CH2:13][CH2:14][CH2:15][C:30]1([OH:43])[c:29]2[cH:28][cH:27][c:26]([O:25][CH3:24])[cH:35][c:34]2[O:33][CH2:32][C:31]1([c:36]1[cH:37][n:38][cH:39][cH:40][cH:41]1)[CH3:42])([CH3:17])[CH3:18]. Reactants: BrC1=CC=C(C=C1)C(C1=CC=C(C=C1)O)=C1CCCCCC1 (4-[(4-Bromophenyl)(cycloheptylidene)methyl]phenol), CC1=NOC(=C1B(O)O)C ((3,5-dimethyl-4-isoxazolyl)boronic acid), C(=O)([O-])[O-].[Na+].[Na+] (Na2CO3). Reagents/catalysts: Cl[Pd]([P](C1=CC=CC=C1)(C2=CC=CC=C2)C3=CC=CC=C3)([P](C4=CC=CC=C4)(C5=CC=CC=C5)C6=CC=CC=C6)Cl (PdCl2(PPh3)2). Solvent: C1CCOC1.O (THF H2O). Product: C1(CCCCCC1)=C(C1=CC=C(C=C1)O)C1=CC=C(C=C1)C=1C(=NOC1C)C (4-{cycloheptylidene[4-(3,5-dimethyl-4-isoxazolyl)phenyl]methyl}phenol). The yield is 114.7%. As a reaction SMILES: Br[C:2]1[CH:7]=[CH:6][C:5]([C:8](=[C:16]2[CH2:22][CH2:21][CH2:20][CH2:19][CH2:18][CH2:17]2)[C:9]2[CH:14]=[CH:13][C:12]([OH:15])=[CH:11][CH:10]=2)=[CH:4][CH:3]=1.[CH3:23][C:24]1[C:28](B(O)O)=[C:27]([CH3:32])[O:26][N:25]=1.C([O-])([O-])=O.[Na+].[Na+]>Cl[Pd](Cl)([P](C1C=CC=CC=1)(C1C=CC=CC=1)C1C=CC=CC=1)[P](C1C=CC=CC=1)(C1C=CC=CC=1)C1C=CC=CC=1.C1COCC1.O>[C:16]1(=[C:8]([C:5]2[CH:6]=[CH:7][C:2]([C:28]3[C:24]([CH3:23])=[N:25][O:26][C:27]=3[CH3:32])=[CH:3][CH:4]=2)[C:9]2[CH:14]=[CH:13][C:12]([OH:15])=[CH:11][CH:10]=2)[CH2:22][CH2:21][CH2:20][CH2:19][CH2:18][CH2:17]1 |f:2.3.4,6.7,^1:41,60|. Reported procedure: The procedure described for 202 was followed. A round-bottomed flask was charged with 4-[(4-bromophenyl)(cycloheptylidene)methyl]phenol (9) (0.100 g, 0.28 mmol), PdCl2(PPh3)2, (0.020 g, 0.028 mmol), (3,5-dimethyl-4-isoxazolyl)boronic acid (0.079 g, 0.56 mmol), Na2CO3 (0.060 g, 0.56 mmol), and THF/H2O (5 mL, 4:1). The reaction mixture was refluxed for 10 h. Standard workup and purification by flash silica gel chromatography provided 0.120 g (78%) of the title compound 206 as an off-white solid. 1... Starting materials: N([C@@H](CC1=CC=CC=C1)C(=O)N[C@H](CCCNC(NS(=O)(=O)C1=CC=C(C)C=C1)=N)C(=O)N[C@@H](CC1=CC=C(C=C1)OCC1=CC=CC=C1)C(=O)OCC1=CC=CC=C1)C(=O)OC(C)(C)C (Boc-Phe-D-Arg(Tos)-Tyr(Bzl)-OBzl), C1CCC(CC1)N=C=NC2CCCCC2 (DCC), N([C@@H](COCC1=CC=CC=C1)C(=O)O)C(=O)OC(C)(C)C (Boc-Ser(Bzl)-OH), C1C2C=CC1C3C2C(=O)N(C3=O)O (HONB). Product: N([C@@H](COCC1=CC=CC=C1)C(=O)N[C@@H](CC1=CC=CC=C1)C(=O)N[C@H](CCCNC(NS(=O)(=O)C1=CC=C(C)C=C1)=N)C(=O)N[C@@H](CC1=CC=C(C=C1)OCC1=CC=CC=C1)C(=O)OCC1=CC=CC=C1)C(=O)OC(C)(C)C (Boc-Ser(Bzl)-Phe-D-Arg(Tos)-Tyr(Bzl)-OBzl). As a reaction SMILES: [NH:1](C(OC(C)(C)C)=O)[C@H:2]([C:10]([NH:12][C@@H:13]([C:31]([NH:33][C@H:34]([C:50]([O:52][CH2:53][C:54]1[CH:59]=[CH:58][CH:57]=[CH:56][CH:55]=1)=[O:51])[CH2:35][C:36]1[CH:41]=[CH:40][C:39]([O:42][CH2:43][C:44]2[CH:49]=[CH:48][CH:47]=[CH:46][CH:45]=2)=[CH:38][CH:37]=1)=[O:32])[CH2:14][CH2:15][CH2:16][NH:17][C:18](=[NH:30])[NH:19][S:20]([C:23]1[CH:29]=[CH:28][C:26]([CH3:27])=[CH:25][CH:24]=1)(=[O:22])=[O:21])=[O:11])[CH2:3][C:4]1[CH:9]=[CH:8][CH:7]=[CH:6][CH:5]=1.[NH:67]([C:81]([O:83][C:84]([CH3:87])([CH3:86])[CH3:85])=[O:82])[C@H:68]([C:78]([OH:80])=O)[CH2:69][O:70][CH2:71][C:72]1[CH:77]=[CH:76][CH:75]=[CH:74][CH:73]=1.C1C2C3C(=O)N(O)C(=O)C3C1C=C2.C1CCC(N=C=NC2CCCCC2)CC1>>[NH:67]([C:81]([O:83][C:84]([CH3:87])([CH3:86])[CH3:85])=[O:82])[C@H:68]([C:78]([NH:1][C@H:2]([C:10]([NH:12][C@@H:13]([C:31]([NH:33][C@H:34]([C:50]([O:52][CH2:53][C:54]1[CH:59]=[CH:58][CH:57]=[CH:56][CH:55]=1)=[O:51])[CH2:35][C:36]1[CH:37]=[CH:38][C:39]([O:42][CH2:43][C:44]2[CH:45]=[CH:46][CH:47]=[CH:48][CH:49]=2)=[CH:40][CH:41]=1)=[O:32])[CH2:14][CH2:15][CH2:16][NH:17][C:18](=[NH:30])[NH:19][S:20]([C:23]1[CH:29]=[CH:28][C:26]([CH3:27])=[CH:25][CH:24]=1)(=[O:21])=[O:22])=[O:11])[CH2:3][C:4]1[CH:5]=[CH:6][CH:7]=[CH:8][CH:9]=1)=[O:80])[CH2:69][O:70][CH2:71][C:72]1[CH:73]=[CH:74][CH:75]=[CH:76][CH:77]=1. Reported procedure: Using 3.90 g Boc-Phe-D-Arg(Tos)-Tyr(Bzl)-OBzl, 1.60 g Boc-Ser(Bzl)-OH, 1.08 g HONB and 1.24 g DCC, the desired product was obtained in exactly the same manner as in Example 1-(III). Reaction SMILES: [CH3:1][N:2]([CH3:15])[CH:3]=[N:4][C:5]1[S:6][C:7]([CH:13]=[O:14])=[C:8](Cl)[C:9]=1[C:10]#[N:11].[C:16]1([S:22]([O-:24])=[O:23])[CH:21]=[CH:20][CH:19]=[CH:18][CH:17]=1.[Na+]>>[CH3:1][N:2]([CH3:15])[CH:3]=[N:4][C:5]1[S:6][C:7]([CH:13]=[O:14])=[C:8]([S:22]([C:16]2[CH:21]=[CH:20][CH:19]=[CH:18][CH:17]=2)(=[O:24])=[O:23])[C:9]=1[C:10]#[N:11] |f:1.2|. Procedure: A mixture of 12.1 parts of N,N-dimethyl-N'-(4-chloro-3-cyano-5-formylthien-2-yl)-formamidine, 8.2 parts of sodium phenylsulfinate and 70 parts of methylglycol is heated at the boil for 1 hour. The precipitated product is then filtered off under suction when the mixture is cold and is washed with methylglycol and then with water and dried. 9.7 parts of N,N-dimethyl-N'-(3-cyano-5-formyl-4-phenylsulfonylthien-2-yl)-formamidine are obtained. Yields the product CN(C=NC=1SC(=C(C1C#N)S(=O)(=O)C1=CC=CC=C1)C=O)C (N,N-dimethyl-N'-(3-cyano-5-formyl-4-phenylsulfonylthien-2-yl)-formamidine). Starting materials: 12.1, CN(C=NC=1SC(=C(C1C#N)Cl)C=O)C (N,N-dimethyl-N'-(4-chloro-3-cyano-5-formylthien-2-yl)-formamidine), C1(=CC=CC=C1)S(=O)[O-].[Na+] (sodium phenylsulfinate), methylglycol.